Dataset: the Open Reaction Database (ORD), a public repository of structured organic reaction records. Task: describe an organic reaction: reactants, conditions, products, and yield Reported procedure: Prepared according to the procedure described in Example 10, Step 4, using the following starting materials: [3-(2-bromomethyl-4-nitro-phenoxy)-4-methoxy-phenyl]-acetic acid ethyl ester and thiophenol. As a reaction SMILES: [CH2:1]([O:3][C:4](=[O:26])[CH2:5][C:6]1[CH:11]=[CH:10][C:9]([O:12][CH3:13])=[C:8]([O:14][C:15]2[CH:20]=[CH:19][C:18]([N+:21]([O-:23])=[O:22])=[CH:17][C:16]=2[CH2:24]Br)[CH:7]=1)[CH3:2].[C:27]1([SH:33])[CH:32]=[CH:31][CH:30]=[CH:29][CH:28]=1>>[CH2:1]([O:3][C:4](=[O:26])[CH2:5][C:6]1[CH:11]=[CH:10][C:9]([O:12][CH3:13])=[C:8]([O:14][C:15]2[CH:20]=[CH:19][C:18]([N+:21]([O-:23])=[O:22])=[CH:17][C:16]=2[CH2:24][S:33][C:27]2[CH:32]=[CH:31][CH:30]=[CH:29][CH:28]=2)[CH:7]=1)[CH3:2]. The product is C(C)OC(CC1=CC(=C(C=C1)OC)OC1=C(C=C(C=C1)[N+](=O)[O-])CSC1=CC=CC=C1)=O ([4-Methoxy-3-(4-nitro-2-phenylsulfanylmethyl-phenoxy)-phenyl]-acetic acid ethyl ester). The reactants are C(C)OC(CC1=CC(=C(C=C1)OC)OC1=C(C=C(C=C1)[N+](=O)[O-])CBr)=O ([3-(2-bromomethyl-4-nitro-phenoxy)-4-methoxy-phenyl]-acetic acid ethyl ester), C1(=CC=CC=C1)S (thiophenol). The reactants are CCOP(=O)(CC#N)OCC, CCOC(C)=O, [H-], [Na+], C1CCOC1, CC1(c2cccnc2)C(=O)CCC(=C=S)C1=C=S. The product is CC1(c2cccnc2)C(=C=S)C(=C=S)CCC1=CC#N. As a reaction SMILES: [C:1](#[N:2])[CH2:3][P:4](=[O:5])([O:6][CH2:7][CH3:8])[O:9][CH2:10][CH3:11].[CH3:37][CH2:38][O:39][C:40](=[O:41])[CH3:42].[H-:12].[Na+:13].[O:32]1[CH2:33][CH2:34][CH2:35][CH2:36]1.[n:14]1[cH:15][c:16]([C:20]2([CH3:31])[C:21](=[O:30])[CH2:22][CH2:23][C:24](=[C:28]=[S:29])[C:25]2=[C:26]=[S:27])[cH:17][cH:18][cH:19]1>>[C:1](#[N:2])[CH:3]=[C:21]1[C:20]([c:16]2[cH:15][n:14][cH:19][cH:18][cH:17]2)([CH3:31])[C:25](=[C:26]=[S:27])[C:24](=[C:28]=[S:29])[CH2:23][CH2:22]1. The reactants are CC=1N=CNC1CSCCN (4-methyl-5-((2-aminoethyl)thiomethyl)imidazole), 1,1-carbonyl di-imidazole, CN(C=O)C (dimethyl formamide), CN(C=O)C (dimethyl formamide). Yields the product CC=1N=CNC1CSCCNC(=O)NCCSCC1=C(N=CN1)C (N,N'-bis-[2-((4-methyl-5-imidazolyl)methylthio)ethyl]urea). RXN SMILES: [CH3:1][C:2]1[N:3]=[CH:4][NH:5][C:6]=1[CH2:7][S:8][CH2:9][CH2:10][NH2:11].[CH3:12][N:13](C)[CH:14]=[O:15]>>[CH3:1][C:2]1[N:3]=[CH:4][NH:5][C:6]=1[CH2:7][S:8][CH2:9][CH2:10][NH:11][C:14]([NH:13][CH2:12][CH2:9][S:8][CH2:7][C:6]1[NH:5][CH:4]=[N:3][C:2]=1[CH3:1])=[O:15]. Reported procedure: A mixture of 4-methyl-5-((2-aminoethyl)thiomethyl)imidazole (1.6 g.) and 1,1-carbonyl di-imidazole (0.5 g.) in dimethyl formamide (12 ml.) was heated to reflux temperature whereupon the mixture solidified. After cooling, a small quantity of dimethyl formamide was added and the slurry was filtered to give the solid product which was washed with water, ethanol and ether and finally recrystallised from dimethyl formamide. Yield 0.5 g., m.p. 230°- 234°. Starting materials: CCOC(=O)C(N)C=C(C)CP(=O)(O)O, O. Yields the product CC(=CC(N)C(=O)O)CP(=O)(O)O. RXN SMILES: [CH2:1]([CH3:2])[O:3][C:4]([CH:5]([CH:6]=[C:7]([CH2:8][P:9](=[O:10])([OH:11])[OH:12])[CH3:13])[NH2:14])=[O:15].[OH2:16]>>[O:3]=[C:4]([CH:5]([CH:6]=[C:7]([CH2:8][P:9](=[O:10])([OH:11])[OH:12])[CH3:13])[NH2:14])[OH:15]. Starting materials: OCC(F)(F)C(O)c1cc(Br)ccc1F, CC(C)(C)[Si](C)(C)Cl, ClCCl, c1c[nH]cn1. The product is CC(C)(C)[Si](C)(C)OCC(F)(F)C(O)c1cc(Br)ccc1F. As a reaction SMILES: [Br:1][c:2]1[cH:3][cH:4][c:5]([F:15])[c:6]([CH:8]([C:9]([CH2:10][OH:11])([F:12])[F:13])[OH:14])[cH:7]1.[C:21]([CH3:22])([CH3:23])([CH3:24])[Si:25]([CH3:26])([CH3:27])[Cl:28].[Cl:29][CH2:30][Cl:31].[nH:16]1[cH:17][cH:18][n:19][cH:20]1>>[Br:1][c:2]1[cH:3][cH:4][c:5]([F:15])[c:6]([CH:8]([C:9]([CH2:10][O:11][Si:25]([C:21]([CH3:22])([CH3:23])[CH3:24])([CH3:26])[CH3:27])([F:12])[F:13])[OH:14])[cH:7]1. Starting materials: VII, COC(C(C1=CC=C(C=C1)C(=O)C=1SC=CC1)C)=O ((±)-α-methyl-4-(2-thienylcarbonyl)benzeneacetic acid methyl ester), Cl (HCl). Run in P(=O)([O-])([O-])[O-] (phosphate). Reaction conditions: temperature 22 celsius, time 48 hour. Yields the product COC([C@@H](C1=CC=C(C=C1)C(=O)C=1SC=CC1)C)=O ((R)-α-methyl-4-(2-thienylcarbonyl)benzeneacetic acid methyl ester), C[C@H](C(=O)O)C1=CC=C(C=C1)C(=O)C=1SC=CC1 ((S)-α-methyl-4-(2-thienylcarbonyl)benzeneacetic acid). Reaction SMILES: [CH3:1][O:2][C:3](=[O:19])[CH:4]([CH3:18])[C:5]1[CH:10]=[CH:9][C:8]([C:11]([C:13]2[S:14][CH:15]=[CH:16][CH:17]=2)=[O:12])=[CH:7][CH:6]=1.Cl>P([O-])([O-])([O-])=O>[CH3:1][O:2][C:3](=[O:19])[C@H:4]([CH3:18])[C:5]1[CH:6]=[CH:7][C:8]([C:11]([C:13]2[S:14][CH:15]=[CH:16][CH:17]=2)=[O:12])=[CH:9][CH:10]=1.[CH3:18][C@@H:4]([C:5]1[CH:10]=[CH:9][C:8]([C:11]([C:13]2[S:14][CH:15]=[CH:16][CH:17]=2)=[O:12])=[CH:7][CH:6]=1)[C:3]([OH:19])=[O:2]. Procedure: To 100 mg crude Candida cylindracea lipase (Sigma L1754 Type VII, 500 units/mg solid) in 4 mL 0.2 M phosphate buffer, pH 7.0, was added 200 mg (±)-α-methyl-4-(2-thienylcarbonyl)benzeneacetic acid methyl ester (suprofen methyl ester). The resulting suspension was gently stirred with a magnetic stirrer for 48 hours at 22° C. The reaction mixture was acidified to pH 1.0 with 1 N HCl and exhaustively extracted with ethyl acetate three times. The combined organic extract was dried over sodium sulfate... Starting materials: CC=1C=CC(=NC1)N(C(=O)C=1OC=CC1)C1CCN(CC1)CCC1(CCCCC1)CC(=O)O ([1-[2-[4-[N-(5-methylpyridin-2-yl)-2-furancarboxamido]piperidin-1-yl]ethyl]cyclohexyl]acetic acid), N1CCOCC1 (morpholine), C(C(=O)Cl)(=O)Cl (oxalyl chloride). Reagents/catalysts: CN(C=O)C (N,N-dimethylformamide). The solvent is ClCCl (dichloromethane), ClCCl (dichloromethane). Reaction conditions: time 2 hour. Yields the product N1(CCOCC1)C(CC1(CCCCC1)CCN1CCC(CC1)N(C(=O)C=1OC=CC1)C1=NC=C(C=C1)C)=O (N-[1-[2-[1-(2-Morpholin-4-yl-2-oxoethyl)cyclohexyl]ethyl]piperidin-4-yl]-N-(5-methylpyridin-2-yl)-2-furancarboxamide). Yield: 17.4%. Reaction SMILES: [CH3:1][C:2]1[CH:3]=[CH:4][C:5]([N:8]([CH:16]2[CH2:21][CH2:20][N:19]([CH2:22][CH2:23][C:24]3([CH2:30][C:31]([OH:33])=O)[CH2:29][CH2:28][CH2:27][CH2:26][CH2:25]3)[CH2:18][CH2:17]2)[C:9]([C:11]2[O:12][CH:13]=[CH:14][CH:15]=2)=[O:10])=[N:6][CH:7]=1.C(Cl)(=O)C(Cl)=O.[NH:40]1[CH2:45][CH2:44][O:43][CH2:42][CH2:41]1>ClCCl.CN(C)C=O>[N:40]1([C:31](=[O:33])[CH2:30][C:24]2([CH2:23][CH2:22][N:19]3[CH2:20][CH2:21][CH:16]([N:8]([C:5]4[CH:4]=[CH:3][C:2]([CH3:1])=[CH:7][N:6]=4)[C:9]([C:11]4[O:12][CH:13]=[CH:14][CH:15]=4)=[O:10])[CH2:17][CH2:18]3)[CH2:25][CH2:26][CH2:27][CH2:28][CH2:29]2)[CH2:45][CH2:44][O:43][CH2:42][CH2:41]1. Procedure details: To a solution of [1-[2-[4-[N-(5-methylpyridin-2-yl)-2-furancarboxamido]piperidin-1-yl]ethyl]cyclohexyl]acetic acid (synthesized in Example 3A-3) (300 mg) in dichloromethane (4 mL) was added N,N-dimethylformamide (1 drop) dropwise and then oxalyl chloride (0.087 mL) under ice cooling. The solution was stirred under ice cooling for 2 hours. A 2 mL aliquot of the reaction solution was taken and it was added to a solution of morpholine (288 mg) in dichloromethane (4 mL) dropwise under ice cooling. T... The reactants are CC(C)(C)OC(=O)CC(CCCC1CCCCC1)C(=O)O, NC(=NO)C1CN(C(c2ccccc2)c2ccccc2)C1. Yields the product CC(C)(C)OC(=O)CC(CCCC1CCCCC1)C(=O)ON=C(N)C1CN(C(c2ccccc2)c2ccccc2)C1. RXN SMILES: [C:1]([CH3:2])([CH3:3])([CH3:4])[O:5][C:6]([CH2:7][CH:8]([C:9](=[O:10])[OH:11])[CH2:12][CH2:13][CH2:14][CH:15]1[CH2:16][CH2:17][CH2:18][CH2:19][CH2:20]1)=[O:21].[CH:22]([c:23]1[cH:24][cH:25][cH:26][cH:27][cH:28]1)([c:29]1[cH:30][cH:31][cH:32][cH:33][cH:34]1)[N:35]1[CH2:36][CH:37]([C:39]([NH2:40])=[N:41][OH:42])[CH2:38]1>>[C:1]([CH3:2])([CH3:3])([CH3:4])[O:5][C:6]([CH2:7][CH:8]([C:9](=[O:10])[O:11][N:40]=[C:39]([CH:37]1[CH2:36][N:35]([CH:22]([c:23]2[cH:24][cH:25][cH:26][cH:27][cH:28]2)[c:29]2[cH:30][cH:31][cH:32][cH:33][cH:34]2)[CH2:38]1)[NH2:41])[CH2:12][CH2:13][CH2:14][CH:15]1[CH2:16][CH2:17][CH2:18][CH2:19][CH2:20]1)=[O:21]. The reactants are CC1C(=O)N(C)C(C(C)(C)C)N1C(=O)c1ccccc1, [Li]CCCC, COc1ccc(CBr)cc1OC, CCCCCC, [Cl-], [NH4+], C1CCOC1. Product: COc1ccc(CC2(C)C(=O)N(C)C(C(C)(C)C)N2C(=O)c2ccccc2)cc1OC. RXN SMILES: [C:1]([c:2]1[cH:3][cH:4][cH:5][cH:6][cH:7]1)(=[O:8])[N:9]1[CH:10]([C:17]([CH3:18])([CH3:19])[CH3:20])[N:11]([CH3:16])[C:12](=[O:15])[CH:13]1[CH3:14].[CH2:21]([Li:22])[CH2:23][CH2:24][CH3:25].[CH3:26][O:27][c:28]1[cH:29][c:30]([CH2:31][Br:32])[cH:33][cH:34][c:35]1[O:36][CH3:37].[CH3:45][CH2:46][CH2:47][CH2:48][CH2:49][CH3:50].[Cl-:38].[NH4+:39].[O:40]1[CH2:41][CH2:42][CH2:43][CH2:44]1>>[C:1]([c:2]1[cH:3][cH:4][cH:5][cH:6][cH:7]1)(=[O:8])[N:9]1[CH:10]([C:17]([CH3:18])([CH3:19])[CH3:20])[N:11]([CH3:16])[C:12](=[O:15])[C:13]1([CH3:14])[CH2:31][c:30]1[cH:29][c:28]([O:27][CH3:26])[c:35]([O:36][CH3:37])[cH:34][cH:33]1. Starting materials: silylated pyridone, O=C1N(CCC1)CC(=O)O (2-oxo-1-pyrrolidineacetic acid), S(=O)(Cl)Cl (thionyl chloride), NC1=CC=C(C=C1)C=1NC(C(C(=O)O)=CC1)=O (6-(4-aminophenyl)-1,2-dihydro-2-oxonicotinic acid), Cl[Si](C)(C)C (chlorotrimethylsilane), acid chloride. Run in ClCCl (dichloromethane), CN(C=O)C (dimethylformamide), C(C)N(CC)CC (triethylamine), ClCCl (dichloromethane). Product: O=C1C(C(=O)O)=CC=CN1 (1,2-dihydro-2-oxonicotinic acid). As a reaction SMILES: O=C1CCCN1CC(O)=O.S(Cl)(Cl)=O.NC1C=CC([C:22]2[NH:23][C:24](=[O:31])[C:25](=[CH:29][CH:30]=2)[C:26]([OH:28])=[O:27])=CC=1.Cl[Si](C)(C)C>C(N(CC)CC)C.ClCCl.CN(C)C=O>[O:31]=[C:24]1[NH:23][CH:22]=[CH:30][CH:29]=[C:25]1[C:26]([OH:28])=[O:27]. Reported procedure: A suspension of 4.29 g (30 mM) of 2-oxo-1-pyrrolidineacetic acid, 2.20 ml (30 mM) of thionyl chloride, 2.32 ml (30 mM) of dimethylformamide, and 75 ml of dichloromethane was stirred with ice bath cooling for 11/4 hrs. A mixture of 4.60 g (20 mM) of 6-(4-aminophenyl)-1,2-dihydro-2-oxonicotinic acid, 140 ml of dichloromethane, 8.4 ml (60 mM) of triethylamine, and 7.6 ml (60 mM) of chlorotrimethylsilane was stirred at room temperature for 1 hr. The silylated pyridone solution was cooled with an ice...